This data is from the Open Reaction Database (ORD), a public repository of structured organic reaction records. The task is: describe an organic reaction: reactants, conditions, products, and yield Starting materials: C28H26ClF3N6O2S, O=C1NC=CC2=C1N=C(N2C2=C(C=C(C(=O)O)C=C2)C(F)(F)F)CCC (4-(4-oxo-2-propyl-4,5-dihydroimidazo[4,5-c]-pyridin-1-yl)-3-trifluoromethylbenzoic acid), ClC1=CC2=C(NC(=N2)[C@H](CCSC)N)C=C1 ((1S)-1-(5-chloro-1H-benzimidazol-2-yl)-3-methylsulfanylpropylamine), CN(C)C(=[N+](C)C)ON1C2=C(C=CC=C2)N=N1.[B-](F)(F)(F)F (TBTU), C(C)(C)N(CC)C(C)C (diisopropylethylamine). The solvent is ClCCl.C(C)O (dichloromethane ethanol), O1CCCC1 (tetrahydrofuran). The product is ClC1=CC2=C(NC(=N2)[C@H](CCSC)NC(C2=CC(=C(C=C2)N2C(=NC=3C(NC=CC32)=O)CCC)C(F)(F)F)=O)C=C1 (N-[(1S)-1-(5-chloro-1H-benzimidazol-2-yl)-3-methylsulfanylpropyl]-4-(4-oxo-2-propyl-4,5-dihydroimidazo[4,5-c]pyridin-1-yl)-3-trifluoromethylbenzamide). The yield is 40.0%. RXN SMILES: [O:1]=[C:2]1[C:7]2[N:8]=[C:9]([CH2:24][CH2:25][CH3:26])[N:10]([C:11]3[CH:19]=[CH:18][C:14]([C:15](O)=[O:16])=[CH:13][C:12]=3[C:20]([F:23])([F:22])[F:21])[C:6]=2[CH:5]=[CH:4][NH:3]1.CN(C(ON1N=NC2C=CC=CC1=2)=[N+](C)C)C.[B-](F)(F)(F)F.C(N(C(C)C)CC)(C)C.[Cl:58][C:59]1[CH:73]=[CH:72][C:62]2[NH:63][C:64]([C@@H:66]([NH2:71])[CH2:67][CH2:68][S:69][CH3:70])=[N:65][C:61]=2[CH:60]=1>O1CCCC1.ClCCl.C(O)C>[Cl:58][C:59]1[CH:73]=[CH:72][C:62]2[NH:63][C:64]([C@@H:66]([NH:71][C:15](=[O:16])[C:14]3[CH:18]=[CH:19][C:11]([N:10]4[C:6]5[CH:5]=[CH:4][NH:3][C:2](=[O:1])[C:7]=5[N:8]=[C:9]4[CH2:24][CH2:25][CH3:26])=[C:12]([C:20]([F:21])([F:23])[F:22])[CH:13]=3)[CH2:67][CH2:68][S:69][CH3:70])=[N:65][C:61]=2[CH:60]=1 |f:1.2,6.7|. Reported procedure: Prepared analogously to Example 1 g from 4-(4-oxo-2-propyl-4,5-dihydroimidazo[4,5-c]-pyridin-1-yl)-3-trifluoromethylbenzoic acid, TBTU, diisopropylethylamine, and (1S)-1-(5-chloro-1H-benzimidazol-2-yl)-3-methylsulfanylpropylamine in tetrahydrofuran. Yield: 40%; Rf value: 0.35 (silica gel: dichloromethane/ethanol=9:1); C28H26ClF3N6O2S (603.066).